describe an organic reaction: reactants, conditions, products, and yield From a dataset of the Open Reaction Database (ORD), a public repository of structured organic reaction records. Starting materials: COC=1C=C(C=C(C1OC)OC)C#C (3,4,5-Trimethoxyphenylacetylene), ClC=1C=C(C(=O)OCC)C=CN1 (ethyl 2-chloroisonicotinate). Reagents/catalysts: [Cu](I)I (copper iodide), Cl[Pd]([P](C1=CC=CC=C1)(C2=CC=CC=C2)C3=CC=CC=C3)([P](C4=CC=CC=C4)(C5=CC=CC=C5)C6=CC=CC=C6)Cl (bis-(triphenylphosphine)palladium dichloride). Run in CN(C)C=O (DMF), C(C)N(CC)CC (triethylamine), C(C)(=O)OCC (ethyl acetate). Conditions: temperature 45 celsius, time 4 hour. The product is COC=1C=C(C=C(C1OC)OC)C#CC1=NC=CC(=C1)C(=O)OCC (Ethyl 2-(3,4,5-Trimethoxyphenylethynyl)-pyridine-4-carboxylate). Reaction SMILES: [CH3:1][O:2][C:3]1[CH:4]=[C:5]([C:13]#[CH:14])[CH:6]=[C:7]([O:11][CH3:12])[C:8]=1[O:9][CH3:10].Cl[C:16]1[CH:17]=[C:18]([CH:24]=[CH:25][N:26]=1)[C:19]([O:21][CH2:22][CH3:23])=[O:20]>CN(C=O)C.C(N(CC)CC)C.C(OCC)(=O)C.[Cu](I)I.Cl[Pd](Cl)([P](C1C=CC=CC=1)(C1C=CC=CC=1)C1C=CC=CC=1)[P](C1C=CC=CC=1)(C1C=CC=CC=1)C1C=CC=CC=1>[CH3:12][O:11][C:7]1[CH:6]=[C:5]([C:13]#[C:14][C:16]2[CH:17]=[C:18]([C:19]([O:21][CH2:22][CH3:23])=[O:20])[CH:24]=[CH:25][N:26]=2)[CH:4]=[C:3]([O:2][CH3:1])[C:8]=1[O:9][CH3:10] |^1:50,69|. Procedure: 3,4,5-Trimethoxyphenylacetylene (1.80 g), ethyl 2-chloroisonicotinate (2.08 g) and copper iodide (71 mg) were dissolved in a mixed solvent of DMF (4 mL) and triethylamine (8 mL), and to the solution bis-(triphenylphosphine)palladium dichloride (0) (131 mg) was added, and the mixture was stirred at 45° C. for 4 hours under an argon atmosphere. The reaction mixture was diluted with ethyl acetate, washed with 2 M hydrochloric acid, water and saturated brine, dried over anhydrous sodium sulfate. Aft... Run at temperature 85 celsius. Yield: 73.0%. Reaction SMILES: [CH2:1]([OH:5])[CH2:2][CH2:3][CH3:4].[C:6](=[O:8])=[O:7].[CH2:9](Cl)[CH2:10][CH2:11][CH3:12].C(=O)([O-])N>CC#N.C(OCC)C>[C:6](=[O:8])([O:7][CH2:9][CH2:10][CH2:11][CH3:12])[O:5][CH2:1][CH2:2][CH2:3][CH3:4]. Solvent: CC#N (CH3CN), C(C)OCC (diethyl ether), CC#N (CH3CN). The reactants are C(CCC)Cl (butyl chloride), C(=O)=O (carbon dioxide), C(=O)=O (CO2), C(CCC)O (butanol), N-cyclohexyl-N',N',N",N"-tetramethylguanidine, C(CCC)Cl (butyl chloride), C(=O)=O (CO2), C(N)([O-])=O (carbamate), C(=O)=O (carbon dioxide), C(=O)=O (carbon dioxide). Yields the product C(OCCCC)(OCCCC)=O (dibutyl carbonate). Procedure details: A 160 cc Parr autoclave was charged with 2.22 g (0.03 mol) butanol, 6.9 g (0.035 mol) N-cyclohexyl-N',N',N",N"-tetramethylguanidine and 30 mL CH3CN. The autoclave was attached to a pressure head and at room temperature with stirring was added 160 psig carbon dioxide. Addition of CO2 resulted in an exothermic reaction with a rise in temperature to ca. 40° C. Into a Fischer-Porter bottle was added 8.33 g (0.09 mol) butyl chloride in 10 mL CH3CN. This mixture was attached to a pressure head and 80 ... The reactants are COC1=CC=C(C=C1)CSCC(C(=S)O)C (3-[[(4-Methoxy)phenylmethyl]thio]-2-methylthiopropanoic acid), S(=O)(Cl)Cl (thionyl chloride). The product is COC1=CC=C(C=C1)CSCC(C(=S)Cl)C (3-[[(4-methoxy)phenylmethyl]-thio]-2-methylthiopropionyl chloride). As a reaction SMILES: [CH3:1][O:2][C:3]1[CH:8]=[CH:7][C:6]([CH2:9][S:10][CH2:11][CH:12]([CH3:16])[C:13](O)=[S:14])=[CH:5][CH:4]=1.S(Cl)([Cl:19])=O>>[CH3:1][O:2][C:3]1[CH:8]=[CH:7][C:6]([CH2:9][S:10][CH2:11][CH:12]([CH3:16])[C:13]([Cl:19])=[S:14])=[CH:5][CH:4]=1. Reported procedure: 3-[[(4-Methoxy)phenylmethyl]thio]-2-methylthiopropanoic acid prepared according to the procedure of Example 10 in U.S. Pat. No. 4,116,962 is treated with thionyl chloride to yield 3-[[(4-methoxy)phenylmethyl]-thio]-2-methylthiopropionyl chloride. The reactants are CC(C)(C)OC(=O)N1CC2CCCC(C1)C2=C(F)C(=O)O, CN(C)c1ccncc1, CCN(C(C)C)C(C)C, [NH-]S(=O)(=O)c1c(Cl)sc(Cl)c1Cl. Product: CC(C)(C)OC(=O)N1CC2CCCC(C1)C2=C(F)C(=O)NS(=O)(=O)c1c(Cl)sc(Cl)c1Cl. Reaction SMILES: [C:10]([CH3:11])([CH3:12])([CH3:13])[O:14][C:15](=[O:16])[N:17]1[CH2:18][CH:19]2[CH2:20][CH2:21][CH2:22][CH:23]([CH2:24]1)[C:25]2=[C:26]([F:27])[C:28](=[O:29])[OH:30].[CH3:43][N:44]([c:45]1[cH:46][cH:47][n:48][cH:49][cH:50]1)[CH3:51].[CH:1]([N:2]([CH2:3][CH3:4])[CH:5]([CH3:6])[CH3:7])([CH3:8])[CH3:9].[Cl:31][c:32]1[s:33][c:34]([Cl:42])[c:35]([Cl:41])[c:36]1[S:37](=[O:38])(=[O:39])[NH-:40]>>[C:10]([CH3:11])([CH3:12])([CH3:13])[O:14][C:15](=[O:16])[N:17]1[CH2:18][CH:19]2[CH2:20][CH2:21][CH2:22][CH:23]([CH2:24]1)[C:25]2=[C:26]([F:27])[C:28](=[O:29])[NH:40][S:37]([c:36]1[c:32]([Cl:31])[s:33][c:34]([Cl:42])[c:35]1[Cl:41])(=[O:38])=[O:39].